This data is from the Open Reaction Database (ORD), a public repository of structured organic reaction records. The task is: describe an organic reaction: reactants, conditions, products, and yield Starting materials: CC1=CC(=C(N)C=C1C)[N+](=O)[O-] (4,5-dimethyl-2-nitroaniline), [OH-].[Na+] (NaOH), S(=O)(=O)(OC)OC (dimethyl sulphate). Run in C1(=CC=CC=C1)C (toluene). Run at temperature 100 celsius, time 1 hour. The product is CNC1=C(C=C(C(=C1)C)C)[N+](=O)[O-] (N1,4,5-trimethyl-2-nitroaniline). Yield: 69.4%. As a reaction SMILES: [CH3:1][C:2]1[C:8]([CH3:9])=[CH:7][C:5]([NH2:6])=[C:4]([N+:10]([O-:12])=[O:11])[CH:3]=1.[OH-].[Na+].S(OC)(O[CH3:19])(=O)=O>C1(C)C=CC=CC=1>[CH3:19][NH:6][C:5]1[CH:7]=[C:8]([CH3:9])[C:2]([CH3:1])=[CH:3][C:4]=1[N+:10]([O-:12])=[O:11] |f:1.2|. Reported procedure: A solution of 4,5-dimethyl-2-nitroaniline (2.00 g, 12 mmol) in toluene (25 mL) was added NaOH (1.93 g, 48 mmol). The reaction mass was stirred at 100° C. for 1 h, followed by addition of dimethyl sulphate (4.6 g, 36 mmol) and reaction mass was stirred at RT for 24 h. The reaction mass was quenched in water, extracted with DCM and concentrated to afford 1.5 g of desired product. 1H NMR (300 MHz, DMSO d6): δ 2.11 (s, 3H), 2.24 (d, J=7.8 Hz, 3H), 2.92 (s, 3H), 6.77 (m, 1H), 7.79 (m, 1H), 8.06 (s, 1... Procedure details: Prepared in analogy to example 1.6(d) from 4-quinolin-2-yl-piperazine-1-carboxylic acid tert.-butyl ester and dioxane saturated with gaseous hydrochloric acid. RXN SMILES: C(OC([N:8]1[CH2:13][CH2:12][N:11]([C:14]2[CH:23]=[CH:22][C:21]3[C:16](=[CH:17][CH:18]=[CH:19][CH:20]=3)[N:15]=2)[CH2:10][CH2:9]1)=O)(C)(C)C.[ClH:24]>O1CCOCC1>[ClH:24].[N:11]1([C:14]2[CH:23]=[CH:22][C:21]3[C:16](=[CH:17][CH:18]=[CH:19][CH:20]=3)[N:15]=2)[CH2:10][CH2:9][NH:8][CH2:13][CH2:12]1 |f:3.4|. Run in O1CCOCC1 (dioxane). Reactants: C(C)(C)(C)OC(=O)N1CCN(CC1)C1=NC2=CC=CC=C2C=C1 (4-quinolin-2-yl-piperazine-1-carboxylic acid tert.-butyl ester), Cl (hydrochloric acid). Yields the product Cl.N1(CCNCC1)C1=NC2=CC=CC=C2C=C1 (2-Piperazin-1-yl-quinoline Hydrochloride). Reaction SMILES: [CH2:1](Cl)[C:2]1[CH:7]=[CH:6][CH:5]=[CH:4][CH:3]=1.[C:9]1([CH3:16])[CH:14]=[CH:13][CH:12]=[C:11]([CH3:15])[CH:10]=1>>[CH3:16][C:9]1[CH:14]=[CH:13][C:12]([CH2:1][C:2]2[CH:7]=[CH:6][CH:5]=[CH:4][CH:3]=2)=[C:11]([CH3:15])[CH:10]=1. Procedure: To 100 g of 2,4-dimethyldiphenylmethane obtained by the reaction between meta-xylene and benzyl chloride, having the following formula (b.p. 295°-296° C/760 mmHg, specific gravity (D420) 0.9951); ##STR3## was dissolved 3 g of crystal violet lactone. The resulting solution was then added to a solution of 20 g of gum arabic and 160 g of water to emulsify. Thereafter, 20 g of acid processed gelatin and 160 g of water were added thereto and the pH thereof was reduced to 5 by the addition of acetic a... Reactants: C(C1=CC=CC=C1)Cl (benzyl chloride), C1(=CC(=CC=C1)C)C (meta-xylene). The product is CC1=CC(=C(C=C1)CC2=CC=CC=C2)C (2,4-dimethyldiphenylmethane). Conditions: temperature 80 celsius, time 8 hour. The product is FC1=C(C=CC=C1N1CCN(CC1)C=1C=NC(=NC1)N1CC(C1)OC)CN (1-(2-fluoro-3-{4-[2-(3-methoxyazetidin-1-yl)pyrimidin-5-yl]piperazin-1-yl}phenyl)methan amine). Isolated yield 99.9%. Procedure details: 2-(2-Fluoro-3-{4-[2-(3-methoxyazetidin-1-yl)pyrimidin-5-yl]piperazin-1-yl}benzyl)-1H-isoindole-1,3(2H)-dione (135 mg) was suspended in EtOH (3 ml), and hydrazine hydrate (67 mg) was added thereto, followed by stirring at 80° C. overnight. The reaction mixture was concentrated under reduced pressure, and the obtained residue was purified by silica gel column chromatography (28% aqueous ammonia/MeOH/CHCl3) to obtain 1-(2-fluoro-3-{4-[2-(3-methoxyazetidin-1-yl)pyrimidin-5-yl]piperazin-1-yl}phenyl)m... Run in CCO (EtOH). RXN SMILES: [F:1][C:2]1[C:19]([N:20]2[CH2:25][CH2:24][N:23]([C:26]3[CH:27]=[N:28][C:29]([N:32]4[CH2:35][CH:34]([O:36][CH3:37])[CH2:33]4)=[N:30][CH:31]=3)[CH2:22][CH2:21]2)=[CH:18][CH:17]=[CH:16][C:3]=1[CH2:4][N:5]1C(=O)C2C(=CC=CC=2)C1=O.O.NN>CCO>[F:1][C:2]1[C:19]([N:20]2[CH2:25][CH2:24][N:23]([C:26]3[CH:27]=[N:28][C:29]([N:32]4[CH2:33][CH:34]([O:36][CH3:37])[CH2:35]4)=[N:30][CH:31]=3)[CH2:22][CH2:21]2)=[CH:18][CH:17]=[CH:16][C:3]=1[CH2:4][NH2:5] |f:1.2|. Reactants: FC1=C(CN2C(C3=CC=CC=C3C2=O)=O)C=CC=C1N1CCN(CC1)C=1C=NC(=NC1)N1CC(C1)OC (2-(2-Fluoro-3-{4-[2-(3-methoxyazetidin-1-yl)pyrimidin-5-yl]piperazin-1-yl}benzyl)-1H-isoindole-1,3(2H)-dione), O.NN (hydrazine hydrate). Starting materials: CC(C)=CCBr, CC#N, O=[N+]([O-])c1ncc[nH]1, [Na]. RXN SMILES: [Br:10][CH2:11][CH:12]=[C:13]([CH3:14])[CH3:15].[CH3:16][C:17]#[N:18].[N+:2](=[O:3])([O-:4])[c:5]1[nH:6][cH:7][cH:8][n:9]1.[Na:1]>>[N+:2](=[O:3])([O-:4])[c:5]1[n:6]([CH2:11][CH:12]=[C:13]([CH3:14])[CH3:15])[cH:7][cH:8][n:9]1. The product is CC(C)=CCn1ccnc1[N+](=O)[O-]. The reactants are COCNCC[C@H](O)C=1SC=CC1 ((S)-3-methoxymethylamino-1-(2-thienyl)propan-1-ol). The reagents and catalysts are [Ni] (Raney-nickel). Run in CO (methanol). The product is CNCC[C@H](O)C=1SC=CC1 ((S)-(−)-3-methylamino-1-(2-thienyl)-propan-1-ol). As a reaction SMILES: CO[CH2:3][NH:4][CH2:5][CH2:6][C@@H:7]([C:9]1[S:10][CH:11]=[CH:12][CH:13]=1)[OH:8]>CO.[Ni]>[CH3:3][NH:4][CH2:5][CH2:6][C@@H:7]([C:9]1[S:10][CH:11]=[CH:12][CH:13]=1)[OH:8]. Reported procedure: (S)-3-methoxymethylamino-1-(2-thienyl)propan-1-ol obtained from Example 2 was dissolved in 10 ml of methanol with 8 mg of Raney-nickel. This resulting solution was provided in a glass autoclave and hydrogenated at 50° C. for 12 hours. Upon completion of hydrogenation, the reaction mixture was filtered, and the solvent was removed under reduced pressure to give a crystal compound (122 mg, 90.8% measured by HPLC assay, 95% ee). The crude product was further purified by re-crystallization in toluen... Starting materials: [Cl-].[Zn+2].[Cl-] (zinc chloride), CC(CCBr)CCCC(C)C (3,7-dimethyloctyl bromide), [Mg] (magnesium), C(CBr)Br (ethylene dibromide). Solvent: O1CCCC1 (tetrahydrofuran), O1CCCC1 (tetrahydrofuran), O1CCCC1 (tetrahydrofuran). Conditions: time 1 hour. Product: CC(CC[Mg]Br)CCCC(C)C (3,7-dimethyloctylmagnesium bromide), [Cl-].CC(CC[Zn+])CCCC(C)C (3,7-dimethyloctylzinc chloride). As a reaction SMILES: [CH3:1][CH:2]([CH2:6][CH2:7][CH2:8][CH:9]([CH3:11])[CH3:10])[CH2:3][CH2:4]Br.[Mg:12].C(Br)C[Br:15].[Cl-:17].[Zn+2:18].[Cl-]>O1CCCC1>[CH3:1][CH:2]([CH2:6][CH2:7][CH2:8][CH:9]([CH3:10])[CH3:11])[CH2:3][CH2:4][Mg:12][Br:15].[Cl-:17].[CH3:1][CH:2]([CH2:6][CH2:7][CH2:8][CH:9]([CH3:11])[CH3:10])[CH2:3][CH2:4][Zn+:18] |f:3.4.5,8.9|. Reported procedure: A tetrahydrofuran solution of 3,7-dimethyloctylmagnesium bromide was prepared from 6.64 g (0.03 mol) of 3,7-dimethyloctyl bromide, 0.73 g of metalic magnesium, 40 ml of tetrahydrofuran and 3 droplets of ethylene dibromide as a reaction initiator in a similar manner to that of Example 1. 4.08 g (0.03 mol) of anhydrous zinc chloride was added to the solution, while keeping the solution at 10° C. The obtained mixture was stirred for one hour to give a cloudy tetrahydrofuran solution of 3,7-dimethyl... Reactants: CC(CCCC)C(C(=O)OCC)=CC (Ethyl (2-hexyl)but-2-enoate), [OH-].[Na+] (sodium hydroxide). The solvent is CO (methanol), O (water). Yields the product CC(CCCC)C(C(=O)O)=CC ((2-hexyl)but-2-enoic acid). Yield: 98.0%. RXN SMILES: [CH3:1][CH:2]([C:7](=[CH:13][CH3:14])[C:8]([O:10]CC)=[O:9])[CH2:3][CH2:4][CH2:5][CH3:6].[OH-].[Na+]>CO.O>[CH3:1][CH:2]([C:7](=[CH:13][CH3:14])[C:8]([OH:10])=[O:9])[CH2:3][CH2:4][CH2:5][CH3:6] |f:1.2|. Procedure details: Ethyl (2-hexyl)but-2-enoate (12 g, 0.06M) in methanol (150 ml) was treated with sodium hydroxide (15 g, 0.375M) in water (100 ml) under reflux for 6 hours. The solvents were then removed in vacuo and the residue taken up in water and extracted with dichloromethane. The aqueous phase was separted, acidified in pH1 with concentrated hydrochloric acid and extracted with dichloromethane. The extract was dried over sodium sulphate and concentrated in vacuo to an oil which was distilled in vacuo to af... Starting materials: C(C)(C)(C)OC(=O)N[C@@H]1C(N(CC1)NC1CCN(CC1)C1=CC=NC=C1)=O ((3S)-3-(tert-butoxycarbonylamino)-1-[1-(4-pyridyl)-4-piperidinylamino]-2-pyrrolidone), BrC1=CC2=C(C=C(CO2)S(=O)(=O)Cl)C=C1 (7-bromo-2H-benzopyran-3-sulfonyl chloride). The product is BrC1=CC2=C(C=C(CO2)S(=O)(=O)N[C@@H]2C(N(CC2)NC2CCN(CC2)C2=CC=NC=C2)=O)C=C1 ((3S)-3-(7-Bromo-2H-benzopyran-3-sulfonylamino)-1-[1-(4-pyridyl)-4-piperidinylamino]-2-pyrrolidone). Isolated yield 30.5%. As a reaction SMILES: C(OC([NH:8][C@H:9]1[CH2:13][CH2:12][N:11]([NH:14][CH:15]2[CH2:20][CH2:19][N:18]([C:21]3[CH:26]=[CH:25][N:24]=[CH:23][CH:22]=3)[CH2:17][CH2:16]2)[C:10]1=[O:27])=O)(C)(C)C.[Br:28][C:29]1[CH:42]=[CH:41][C:32]2[CH:33]=[C:34]([S:37](Cl)(=[O:39])=[O:38])[CH2:35][O:36][C:31]=2[CH:30]=1>>[Br:28][C:29]1[CH:42]=[CH:41][C:32]2[CH:33]=[C:34]([S:37]([NH:8][C@H:9]3[CH2:13][CH2:12][N:11]([NH:14][CH:15]4[CH2:16][CH2:17][N:18]([C:21]5[CH:22]=[CH:23][N:24]=[CH:25][CH:26]=5)[CH2:19][CH2:20]4)[C:10]3=[O:27])(=[O:38])=[O:39])[CH2:35][O:36][C:31]=2[CH:30]=1. Procedure details: Similarly to Example 86 and using (3S)-3-(tert-butoxycarbonylamino)-1-[1-(4-pyridyl)-4-piperidinylamino]-2-pyrrolidone (220 mg) and 7-bromo-2H-benzopyran-3-sulfonyl chloride (161 mg), the title compound (87 mg) was obtained as a colorless amorphous material. Reactants: [Si](C)(C)(C(C)(C)C)O[C@@H]1CC[C@@H](N(C1)C(=O)OC(C)(C)C)C(=O)OCC (1-tert-butyl 2-ethyl (2R,5R)-5-{[tert-butyl(dimethyl)silyl]oxy}piperidine-1,2-dicarboxylate), [Si](C)(C)(C(C)(C)C)O[C@@H]1CC[C@@H](N(C1)C(=O)OC(C)(C)C)C(=O)OCC (1-tert-butyl 2-ethyl (2R,5R)-5-{[tert-butyl(dimethyl)silyl]oxy}piperidine-1,2-dicarboxylate), [H-].[Al+3].[Li+].[H-].[H-].[H-] (lithium aluminium hydride). Solvent: C1CCOC1 (THF). Conditions: time 2 hour. The product is [Si](C)(C)(C(C)(C)C)O[C@@H]1CC[C@@H](N(C1)C(=O)OC(C)(C)C)CO (tert-Butyl (2R,5R)-5-{[tert-butyl(dimethyl)silyl]oxy}-2-(hydroxymethyl)piperidine-1-carboxylate). The yield is 88.7%. Reaction SMILES: [Si:1]([O:8][C@H:9]1[CH2:14][N:13]([C:15]([O:17][C:18]([CH3:21])([CH3:20])[CH3:19])=[O:16])[C@@H:12]([C:22](OCC)=[O:23])[CH2:11][CH2:10]1)([C:4]([CH3:7])([CH3:6])[CH3:5])([CH3:3])[CH3:2].[H-].[Al+3].[Li+].[H-].[H-].[H-]>C1COCC1>[Si:1]([O:8][C@H:9]1[CH2:14][N:13]([C:15]([O:17][C:18]([CH3:21])([CH3:20])[CH3:19])=[O:16])[C@@H:12]([CH2:22][OH:23])[CH2:11][CH2:10]1)([C:4]([CH3:7])([CH3:6])[CH3:5])([CH3:3])[CH3:2] |f:1.2.3.4.5.6|. Procedure details: To a solution of 1-tert-butyl 2-ethyl (2R,5R)-5-{[tert-butyl(dimethyl)silyl]oxy}piperidine-1,2-dicarboxylate (Intermediate 191, 9.99 g) in THF (100 mL) was added lithium aluminium hydride (1M in THF, 30 mL). After 2 hours, the reaction was quenched with ethyl acetate, washed with 1 N HCl, NaHCO3 and brine solutions, dried (Na2SO4), filtered and concentrated yielding 7.9 g of product.